From a dataset of the Open Reaction Database (ORD), a public repository of structured organic reaction records. describe an organic reaction: reactants, conditions, products, and yield Reactants: ClCCC(=O)OCCN=C=O ((2-isocyanatoethyl) 3-chloropropionate), C1(=CC=CC=C1)C (toluene). Yields the product N1=CC=CC2=CC=CC=C12 (quinoline). As a reaction SMILES: ClCCC(O[CH2:7][CH2:8][N:9]=C=O)=O.[C:12]1([CH3:18])[CH:17]=[CH:16][CH:15]=[CH:14][CH:13]=1>>[N:9]1[C:17]2[C:12](=[CH:13][CH:14]=[CH:15][CH:16]=2)[CH:18]=[CH:7][CH:8]=1. Procedure details: A three-necked flask was charged with 250 ml of toluene, 60 g (0.34 mol) of (2-isocyanatoethyl) 3-chloropropionate obtained in Synthesis Example 2, and 63 g (0.49 mol) of quinoline (boiling point: 237.7° C.), followed by heating at 50° C. for 6 hours with stirring. No acryloyloxyethyl isocyanate was confirmed by gas chromatography analysis. Reactants: O=C([O-])[O-], COCOc1ccc(N)cc1, CN(C)C=O, O=[N+]([O-])c1cccnc1Cl, [K+], [K+]. Product: COCOc1ccc(Nc2ncccc2[N+](=O)[O-])cc1. RXN SMILES: [C:22](=[O:23])([O-:24])[O-:25].[CH3:1][O:2][CH2:3][O:4][c:5]1[cH:6][cH:7][c:8]([NH2:9])[cH:10][cH:11]1.[CH3:28][N:29]([CH3:30])[CH:31]=[O:32].[Cl:12][c:13]1[n:14][cH:15][cH:16][cH:17][c:18]1[N+:19](=[O:20])[O-:21].[K+:26].[K+:27]>>[CH3:1][O:2][CH2:3][O:4][c:5]1[cH:6][cH:7][c:8]([NH:9][c:13]2[n:14][cH:15][cH:16][cH:17][c:18]2[N+:19](=[O:20])[O-:21])[cH:10][cH:11]1. Reactants: FC1=C(C(=O)OC)C=C(C(=C1)[N+](=O)[O-])OC (Methyl 2-fluoro-5-methoxy-4-nitrobenzoate). Reagents/catalysts: [Pd] (Pd/C). Solvent: CO (MeOH). Yields the product NC1=CC(=C(C(=O)OC)C=C1OC)F (Methyl 4-amino-2-fluoro-5-methoxybenzoate). Isolated yield 97.7%. RXN SMILES: [F:1][C:2]1[CH:11]=[C:10]([N+:12]([O-])=O)[C:9]([O:15][CH3:16])=[CH:8][C:3]=1[C:4]([O:6][CH3:7])=[O:5]>CO.[Pd]>[NH2:12][C:10]1[C:9]([O:15][CH3:16])=[CH:8][C:3]([C:4]([O:6][CH3:7])=[O:5])=[C:2]([F:1])[CH:11]=1. Procedure details: Methyl 2-fluoro-5-methoxy-4-nitrobenzoate (549 mg; 1.13 mmol; 1 eq.) was dissolved in MeOH (50 mL). The resulting solution was injected on a flow hydrogenation reactor (H-Cube), adapted with Pd/C cartridge (44 mm), a flow of 1 mL/min, a temperature of 60° C. and the full H2 option enabled. Solvents were evaporated, affording the title product as an off-white solid (220 mg; 97%). LC/MS (Method B): 200.0 (M+H)+. HPLC (Method A) Rt 3 min (Purity: 91.9%). Reactants: [Al+3], CC(C)[O-], CC(C)[O-], Cc1ccccc1, CC(C)[O-], O=C1CC2CCC=CC2O1. Yields the product CC1=CC2OC(=O)CC2CC1. Reaction SMILES: [Al+3:5].[CH3:10][CH:11]([CH3:12])[O-:13].[CH3:1][CH:2]([CH3:3])[O-:4].[CH3:24][c:25]1[cH:26][cH:27][cH:28][cH:29][cH:30]1.[CH3:6][CH:7]([CH3:8])[O-:9].[O:14]1[C:15](=[O:23])[CH2:16][CH:17]2[CH:18]1[CH:19]=[CH:20][CH2:21][CH2:22]2>>[CH3:1][C:20]1=[CH:19][CH:18]2[O:14][C:15](=[O:23])[CH2:16][CH:17]2[CH2:22][CH2:21]1. Reactants: C1(=CC=CC=C1)S(=O)(=O)Cl (benzenesulfonyl chloride), O=C1N(N=NC2=C1C=CC=C2)O (4-oxo-3,4-dihydro-3-hydroxy-1,2,3-benzotriazine), C(O)([O-])=O.[Na+] (sodium hydrogen carbonate). The solvent is C(C)(=O)OCC (ethyl acetate), O (water). Run at time 2 hour. The product is O=C1N(N=NC2=C1C=CC=C2)OS(=O)(=O)C2=CC=CC=C2 (4-oxo-3,4-dihydro-3-benzene-sulfonyloxy-1,2,3-benzotriazine). The yield is 89.6%. RXN SMILES: [O:1]=[C:2]1[C:7]2[CH:8]=[CH:9][CH:10]=[CH:11][C:6]=2[N:5]=[N:4][N:3]1[OH:12].C(=O)([O-])O.[Na+].[C:18]1([S:24](Cl)(=[O:26])=[O:25])[CH:23]=[CH:22][CH:21]=[CH:20][CH:19]=1>O.C(OCC)(=O)C>[O:1]=[C:2]1[C:7]2[CH:8]=[CH:9][CH:10]=[CH:11][C:6]=2[N:5]=[N:4][N:3]1[O:12][S:24]([C:18]1[CH:23]=[CH:22][CH:21]=[CH:20][CH:19]=1)(=[O:26])=[O:25] |f:1.2|. Reported procedure: In water (20 ml) are dissolved 4-oxo-3,4-dihydro-3-hydroxy-1,2,3-benzotriazine (2.4 g) and sodium hydrogen carbonate (1.3 g), and thereto is added a solution of benzenesulfonyl chloride (2.65 g) in ethyl acetate (20 ml) under ice-cooling and the mixture is stirred for 2 hours. The precipitated crystals are separated by filtration. The ethyl acetate layer is separated from the filtrate and concentrated. The resulting crystals are separated by filtration and combined with the crystals obtained abo... The reactants are C(C1=CC=CC=C1)OC=1C=C2CC(NCC2=CC1OC)C (6-(Benzyloxy)-1,2,3,4-tetrahydro-7-methoxy-3-methylisoquinoline), TEA, COC=1C=C(CCl)C=CC1 (3-methoxybenzyl chloride). Run in CCO (EtOH). The product is COC=1C=C(CN2CC3=CC(=C(C=C3CC2C)OCC2=CC=CC=C2)OC)C=CC1 (2-(3-Methoxybenzyl)-6-(benzyloxy)-1,2,3,4-tetrahydro-7-methoxy-3-methylisoquinoline). Yield: 80.4%. RXN SMILES: [CH2:1]([O:8][C:9]1[CH:10]=[C:11]2[C:16](=[CH:17][C:18]=1[O:19][CH3:20])[CH2:15][NH:14][CH:13]([CH3:21])[CH2:12]2)[C:2]1[CH:7]=[CH:6][CH:5]=[CH:4][CH:3]=1.[CH3:22][O:23][C:24]1[CH:25]=[C:26]([CH:29]=[CH:30][CH:31]=1)[CH2:27]Cl>CCO>[CH3:22][O:23][C:24]1[CH:25]=[C:26]([CH:29]=[CH:30][CH:31]=1)[CH2:27][N:14]1[CH:13]([CH3:21])[CH2:12][C:11]2[C:16](=[CH:17][C:18]([O:19][CH3:20])=[C:9]([O:8][CH2:1][C:2]3[CH:7]=[CH:6][CH:5]=[CH:4][CH:3]=3)[CH:10]=2)[CH2:15]1. Procedure details: A solution of 213 (300 mg, 1.1 mmol), TEA (0.3 ml, 2.1 mmol) and 3-methoxybenzyl chloride (0.18 ml, 1.3 mmol) in EtOH (3 ml) was heated in the microwave at 130° C. for 1.5 h. The reaction mixture was concentrated in vacuo and the crude residue was dissolved in EtOAc (30 ml) and washed with brine (30 ml). The organic layer was dried (MgSO4) and concentrated in vacuo. Purification (flashmaster: 20 g, 100% hex to 100% EtOAc over 25 min) afforded the title compound (357 mg, 84%) as a colourless oil....